From a dataset of the Open Reaction Database (ORD), a public repository of structured organic reaction records. describe an organic reaction: reactants, conditions, products, and yield The reactants are C1(=CC=CC=C1)C1=CC=CC(=N1)C(O)C1=NC(=CC=C1)C1=CC=CC=C1 (1,1-bis(6-phenylpyridine-2-yl)methanol). Reagents/catalysts: [O-2].[Mn+4].[O-2] (Manganese (IV) oxide). Run in ClCCl (dichloromethane). Run at time 1 hour. Yields the product C(=O)(C1=NC(=CC=C1)C1=CC=CC=C1)C1=NC(=CC=C1)C1=CC=CC=C1 (2,2′-carbonylbis(6-phenylpyridine)). Isolated yield 91.2%. RXN SMILES: [C:1]1([C:7]2[N:12]=[C:11]([CH:13]([C:15]3[CH:20]=[CH:19][CH:18]=[C:17]([C:21]4[CH:26]=[CH:25][CH:24]=[CH:23][CH:22]=4)[N:16]=3)[OH:14])[CH:10]=[CH:9][CH:8]=2)[CH:6]=[CH:5][CH:4]=[CH:3][CH:2]=1>[O-2].[Mn+4].[O-2].ClCCl>[C:13]([C:11]1[CH:10]=[CH:9][CH:8]=[C:7]([C:1]2[CH:6]=[CH:5][CH:4]=[CH:3][CH:2]=2)[N:12]=1)([C:15]1[CH:20]=[CH:19][CH:18]=[C:17]([C:21]2[CH:26]=[CH:25][CH:24]=[CH:23][CH:22]=2)[N:16]=1)=[O:14] |f:1.2.3|. Procedure details: Manganese (IV) oxide (2.8 g, purity 90%, 29.5 mmol) was added to a dichloromethane (20 ml) solution of 1,1-bis(6-phenylpyridine-2-yl)methanol (1.0 g, 3.0 mmol) obtained by Example 19, and this reaction mixture was stirred for 1 hour at room temperature. The obtained reaction mixture was filtered by silica gel, the solvent of the filtrate was distilled off, and the residue was purified by recrystallization, thereby obtaining 920 mg of 2,2′-carbonylbis(6-phenylpyridine) as white powder. Yield: 92.... Starting materials: C1=CC=C(C=C1)C2=CC=CC=C2.C1=CC=C(C=C1)OC2=CC=CC=C2 (Dowtherm), FC=1C=C(C=C(C1OC)OC)NC=C(C(=O)OCC)C(=O)OCC (diethyl 2-(((3-fluoro-4,5-dimethoxyphenyl)amino)methylene)malonate), C(CC(=O)[O-])(=O)[O-] (malonate), FC1=C2C(C(=CNC2=CC(=C1OC)OC)C(=O)OCC)=O (ethyl 5-fluoro-6,7-dimethoxy-4-oxo-1,4-dihydroquinoline-3-carboxylate). Solvent: CCCCCC (hexane). Run at temperature 250 celsius, time 30 minute. Yields the product FC1=C(C(=C2C(C(=CNC2=C1)C(=O)OCC)=O)OC)OC (ethyl 7-fluoro-5,6-dimethoxy-4-oxo-1,4-dihydroquinoline-3-carboxylate). Isolated yield 80.0%. RXN SMILES: C1C=CC(C2C=CC=CC=2)=CC=1.C1C=CC(OC2C=CC=CC=2)=CC=1.[F:26][C:27]1[CH:28]=[C:29]([NH:37][CH:38]=[C:39]([C:45]([O:47]CC)=O)[C:40]([O:42][CH2:43][CH3:44])=[O:41])[CH:30]=[C:31]([O:35][CH3:36])[C:32]=1[O:33][CH3:34].C([O-])(=O)CC([O-])=O.FC1C(OC)=C(OC)C=C2C=1C(=O)C(C(OCC)=O)=CN2>CCCCCC>[F:26][C:27]1[CH:28]=[C:29]2[C:30]([C:45](=[O:47])[C:39]([C:40]([O:42][CH2:43][CH3:44])=[O:41])=[CH:38][NH:37]2)=[C:31]([O:35][CH3:36])[C:32]=1[O:33][CH3:34] |f:0.1|. Reported procedure: To Dowtherm (150 mL) heated at 250° C. was added diethyl 2-(((3-fluoro-4,5-dimethoxyphenyl)amino)methylene)malonate (30 g, 87 mmol). The mixture was stirred at 250° C. for 30 min. LCMS indicated completion of the reaction. The reaction mixture was allowed to cool a bit and was then added to cold hexane, the precipitates were collected by filtration, washed with hexane and then allowed to dry in the air. Similar scale reactions were repeated several times. From a total amount of the malonate (148... Reactants: Cl (hydrochloric acid), C1(=CC=CC=C1)C=1N=COC1C1=CC=CC=C1 (4,5-diphenyloxazole), C(CCC)[Li] (n-butyllithium), COC=1C=C(CC2C(CCC2)=O)C=CC1 (2-(3-methoxybenzyl)cyclopentanone). The solvent is C(C)(=O)OCC (ethyl acetate), O1CCCC1 (tetrahydrofuran), O1CCCC1 (tetrahydrofuran). Reaction conditions: temperature 0 celsius, time 30 minute. Product: OC1(C(CCC1)CC1=CC(=CC=C1)OC)C=1OC(=C(N1)C1=CC=CC=C1)C1=CC=CC=C1 (1-hydroxy-1-(4,5-diphenyloxazol-2-yl)-2-(3-methoxybenzyl)cyclopentane). RXN SMILES: [C:1]1([C:7]2[N:8]=[CH:9][O:10][C:11]=2[C:12]2[CH:17]=[CH:16][CH:15]=[CH:14][CH:13]=2)[CH:6]=[CH:5][CH:4]=[CH:3][CH:2]=1.C([Li])CCC.[CH3:23][O:24][C:25]1[CH:26]=[C:27]([CH:35]=[CH:36][CH:37]=1)[CH2:28][CH:29]1[CH2:33][CH2:32][CH2:31][C:30]1=[O:34].Cl>O1CCCC1.C(OCC)(=O)C>[OH:34][C:30]1([C:9]2[O:10][C:11]([C:12]3[CH:13]=[CH:14][CH:15]=[CH:16][CH:17]=3)=[C:7]([C:1]3[CH:6]=[CH:5][CH:4]=[CH:3][CH:2]=3)[N:8]=2)[CH2:31][CH2:32][CH2:33][CH:29]1[CH2:28][C:27]1[CH:35]=[CH:36][CH:37]=[C:25]([O:24][CH3:23])[CH:26]=1. Procedure: To a solution of 4,5-diphenyloxazole in tetrahydrofuran (100 ml) at -78° C. under nitrogen was added n-butyllithium (in hexane, 1,7N, 12 ml). After 30 minutes, at the same temperature a solution of 2-(3-methoxybenzyl)cyclopentanone (3.8 g) in tetrahydrofuran (10 ml) was added dropwise thereto. After being stirred for 1 hour at 0° C., the reaction mixture was poured into a mixture of ethyl acetate (200 ml) and 1N-hydrochloric acid (50 ml). The organic layer was washed with saturated sodium bicarb... The reactants are C(C)[C@]1(CC(OCC=2C(N3CC=4C(=NC=5C=C(C=CC5C4)F)C3=CC21)=O)=O)O ((5R)-5-ethyl-9-fluoro-5-hydroxy-4,5,13,15-tetrahydro-1H,3H-oxepino[3′,4′:6,7]indolizino[1,2-b]quinoline-3,15-dione), CC(CCC=O)(C)C (4,4-dimethylpentanal). The product is CC(CCC1=C2C(=NC=3C=C(C=CC13)F)C1=CC3=C(C(N1C2)=O)COC(C[C@]3(O)CC)=O)(C)C ((5R)-12-(3,3-dimethylbutyl)-5-ethyl-9-fluoro-5-hydroxy-4,5,13,15-tetrahydro-1H,3H-oxepino[3′,4′:6,7]indolizino[1,2-b]quinoline-3,15-dione). As a reaction SMILES: [CH2:1]([C@:3]1([OH:28])[C:25]2[CH:24]=[C:23]3[N:10]([CH2:11][C:12]4[C:13]3=[N:14][C:15]3[CH:16]=[C:17]([F:22])[CH:18]=[CH:19][C:20]=3[CH:21]=4)[C:9](=[O:26])[C:8]=2[CH2:7][O:6][C:5](=[O:27])[CH2:4]1)[CH3:2].[CH3:29][C:30]([CH3:36])([CH3:35])[CH2:31][CH2:32]C=O>>[CH3:29][C:30]([CH3:36])([CH3:35])[CH2:31][CH2:32][C:21]1[C:20]2[CH:19]=[CH:18][C:17]([F:22])=[CH:16][C:15]=2[N:14]=[C:13]2[C:23]3[N:10]([CH2:11][C:12]=12)[C:9](=[O:26])[C:8]1[CH2:7][O:6][C:5](=[O:27])[CH2:4][C@@:3]([CH2:1][CH3:2])([OH:28])[C:25]=1[CH:24]=3. Procedure details: The product of Example 84 is treated with 4,4-dimethylpentanal according to a procedure similar to Stage 95e in order to produce the expected solid. Starting materials: O=C([O-])[O-], CC(C)(C)[Si](C)(C)Oc1ccc(N)cc1, CC(C)=O, O=C(Cl)CCl, [Na+], [Na+]. Product: CC(C)(C)[Si](C)(C)Oc1ccc(NC(=O)CCl)cc1. RXN SMILES: [C:16](=[O:17])([O-:18])[O-:19].[C:1]([CH3:2])([CH3:3])([CH3:4])[Si:5]([O:6][c:7]1[cH:8][cH:9][c:10]([NH2:13])[cH:11][cH:12]1)([CH3:14])[CH3:15].[CH3:27][C:28](=[O:29])[CH3:30].[Cl:22][CH2:23][C:24](=[O:25])[Cl:26].[Na+:20].[Na+:21]>>[C:1]([CH3:2])([CH3:3])([CH3:4])[Si:5]([O:6][c:7]1[cH:8][cH:9][c:10]([NH:13][C:24]([CH2:23][Cl:22])=[O:25])[cH:11][cH:12]1)([CH3:14])[CH3:15]. Starting materials: NC1=NC(=CC(=N1)O)N (2,6-diamino-4-hydroxypyrimidine), C(C)(=O)[O-].[Na+] (sodium acetate), BrCC(=O)C1=CC=C(C(=O)OC)C=C1 (Methyl 4-(2-bromoacetyl)benzoate). Run in CO (MeOH), O (water). Reaction conditions: temperature 100 celsius, time 18 hour. Yields the product NC=1N=C(C2=C(N1)NC(=C2)C2=CC=C(C(=O)OC)C=C2)O (Methyl 4-(2-amino-4-hydroxy-7H-pyrrolo[2,3-d]pyrimidin-6-yl)benzoate). As a reaction SMILES: [NH2:1][C:2]1[N:7]=[C:6]([OH:8])[CH:5]=[C:4]([NH2:9])[N:3]=1.C([O-])(=O)C.[Na+].Br[CH2:16][C:17]([C:19]1[CH:28]=[CH:27][C:22]([C:23]([O:25][CH3:26])=[O:24])=[CH:21][CH:20]=1)=O>O.CO>[NH2:1][C:2]1[N:7]=[C:6]([OH:8])[C:5]2[CH:16]=[C:17]([C:19]3[CH:28]=[CH:27][C:22]([C:23]([O:25][CH3:26])=[O:24])=[CH:21][CH:20]=3)[NH:9][C:4]=2[N:3]=1 |f:1.2|. Procedure details: A solution of 2,6-diamino-4-hydroxypyrimidine (CAS: 56-06-4, 1 g, 7.93 mmol) and sodium acetate (0.85 g, 10.32 mmol) in water (180 mL) was stirred at 100° C. for 30 minutes. Methyl 4-(2-bromoacetyl)benzoate (2.24 g, 8.72 mmol) was suspended in MeOH (25 mL) and was added slowly to the above solution. The reaction mixture was then stirred at 100° C. for 16-20 h and then cooled to room temperature. The residue was filtered and dried. It was then stirred in CH2Cl2 (10 mL) and filtered to provide XI-...